Dataset: the Open Reaction Database (ORD), a public repository of structured organic reaction records. Task: describe an organic reaction: reactants, conditions, products, and yield Yield: 88.0%. Run at time 8 hour. Starting materials: C(=O)(O)[O-].[Na+] (NaHCO3), O[C@H](C(=O)O)C1=CC=CC=C1.FC1=CC(=C(C=C1)[C@@H]1NCCC(C1)=O)C ((2S)-hydroxy(phenyl)ethanoic acid (2R)-2-(4-fluoro-2-methylphenyl)-4-piperidinone), ClCCl (Dichloromethane), BOC-Anhydride. Reported procedure: To a solution of (2S)-hydroxy(phenyl)ethanoic acid-(2R)-2-(4-fluoro-2-methylphenyl)-4-piperidinone (1:1) (WO 2008090117 published on 31 Jul. 2008) (50 g, 139 mmol) in dry Dichloromethane (DCM) (550 ml) TEA (29.1 ml, 209 mmol) was added and then BOC-Anhydride (38.8 ml, 167 mmol). The reaction mixture was stirred overnight at r.t. The reaction was diluted with NaHCO3 sat. sol. (400 ml) and two phases were separated. The organic layer was dried (Na2SO4), filtered and evaporated in vacuo. The residu... The product is FC1=CC(=C(C=C1)[C@@H]1N(CCC(C1)=O)C(=O)OC(C)(C)C)C (1,1-dimethylethyl (2R)-2-(4-fluoro-2-methylphenyl)-4-oxo-1-piperidinecarboxylate). As a reaction SMILES: O[C@@H:2]([C:6]1[CH:11]=CC=C[CH:7]=1)C(O)=O.[F:12][C:13]1[CH:18]=[CH:17][C:16]([C@H:19]2[CH2:24][C:23](=[O:25])[CH2:22][CH2:21][NH:20]2)=[C:15]([CH3:26])[CH:14]=1.ClCCl.[C:30]([O-])([OH:32])=[O:31].[Na+]>>[F:12][C:13]1[CH:18]=[CH:17][C:16]([C@H:19]2[CH2:24][C:23](=[O:25])[CH2:22][CH2:21][N:20]2[C:30]([O:32][C:6]([CH3:2])([CH3:7])[CH3:11])=[O:31])=[C:15]([CH3:26])[CH:14]=1 |f:0.1,3.4|. Starting materials: ClC=1C(=NN(C1C)C1C(N(CC1)C=1C=NN(C1I)C1=CC=C(C=C1)F)=O)C(F)(F)F (3-[4-chloro-5-methyl-3-(trifluoromethyl)pyrazol-1-yl]-1-[1-(4-fluorophenyl)-5-iodo-pyrazol-4-yl]pyrrolidin-2-one), C\C(=C/C)\[B-](F)(F)F.[K+] (potassium (2Z)-2-butene-2-yltrifluoroborate), C([O-])([O-])=O.[Na+].[Na+] (sodium carbonate), FC1=CC=C(C=C1)N1N=CC(=C1I)N (1-(4-fluorophenyl)-5-iodo-pyrazol-4-amine). Reagents/catalysts: C1=CC=C(C=C1)P([C-]2C=CC=C2)C3=CC=CC=C3.C1=CC=C(C=C1)P([C-]2C=CC=C2)C3=CC=CC=C3.Cl[Pd]Cl.[Fe+2] (PdCl2(dppf)). The solvent is O1CCOCC1 (dioxane), O (water). Run at temperature 80 celsius. Product: ClC=1C(=NN(C1C)C1C(N(CC1)C=1C=NN(C1I)C1=CC=C(C=C1)F)=O)C(F)(F)F (3-[4-chloro-5-methyl-3-(trifluoromethyl)pyrazol-1-yl]-1-[1-(4-fluorophenyl)-5-iodo-pyrazol-4-yl]pyrrolidin-2-one), ClC=1C(=NN(C1C)C1C(N(CC1)C=1C=NN(C1\C(=C\C)\C)C1=CC=C(C=C1)F)=O)C(F)(F)F (3-[4-chloro-5-methyl-3-(trifluoromethyl)pyrazol-1-yl]-1-[1-(4-fluorophenyl)-5-[(E)-1-methylprop-1-enyl]pyrazol-4-yl]pyrrolidin-2-one). Reaction SMILES: F[C:2]1[CH:7]=CC(N2C(I)=C(N)C=N2)=[CH:4][CH:3]=1.[Cl:15][C:16]1[C:17]([C:41]([F:44])([F:43])[F:42])=[N:18][N:19]([CH:22]2[CH2:26][CH2:25][N:24]([C:27]3[CH:28]=[N:29][N:30]([C:33]4[CH:38]=[CH:37][C:36]([F:39])=[CH:35][CH:34]=4)[C:31]=3[I:32])[C:23]2=[O:40])[C:20]=1[CH3:21].C/C(/[B-](F)(F)F)=C\C.[K+].C(=O)([O-])[O-].[Na+].[Na+]>O1CCOCC1.O.C1C=CC(P(C2C=CC=CC=2)[C-]2C=CC=C2)=CC=1.C1C=CC(P(C2C=CC=CC=2)[C-]2C=CC=C2)=CC=1.Cl[Pd]Cl.[Fe+2]>[Cl:15][C:16]1[C:17]([C:41]([F:43])([F:42])[F:44])=[N:18][N:19]([CH:22]2[CH2:26][CH2:25][N:24]([C:27]3[CH:28]=[N:29][N:30]([C:33]4[CH:34]=[CH:35][C:36]([F:39])=[CH:37][CH:38]=4)[C:31]=3[I:32])[C:23]2=[O:40])[C:20]=1[CH3:21].[Cl:15][C:16]1[C:17]([C:41]([F:44])([F:43])[F:42])=[N:18][N:19]([CH:22]2[CH2:26][CH2:25][N:24]([C:27]3[CH:28]=[N:29][N:30]([C:33]4[CH:38]=[CH:37][C:36]([F:39])=[CH:35][CH:34]=4)[C:31]=3/[C:2](/[CH3:7])=[CH:3]/[CH3:4])[C:23]2=[O:40])[C:20]=1[CH3:21] |f:2.3,4.5.6,9.10.11.12|. Procedure details: The starting material 3-[4-chloro-5-methyl-3-(trifluoromethyl)pyrazol-1-yl]-1-[1-(4-fluorophenyl)-5-iodo-pyrazol-4-yl]pyrrolidin-2-one was prepared from a procedure analogous to Example 2, substituting 1-(4-fluorophenyl)-5-methyl-pyrazol-4-amine for 1-(4-fluorophenyl)-5-iodo-pyrazol-4-amine in step 2a. A solution containing 3-[4-chloro-5-methyl-3-(trifluoromethyl)pyrazol-1-yl]-1-[1-(4-fluorophenyl)-5-iodo-pyrazol-4-yl]pyrrolidin-2-one (90 mg, 0.16 mmol), potassium (2Z)-2-butene-2-yltrifluorobora... Starting materials: Cc1ccccc1CN, CCOC(=O)CCC(=O)c1cnc2c(OC)cccc2c1Cl, C1CCOC1. Yields the product CCOC(=O)CCC(=O)c1cnc2c(OC)cccc2c1NCc1ccccc1C. RXN SMILES: [CH3:23][c:24]1[c:25]([CH2:26][NH2:27])[cH:28][cH:29][cH:30][cH:31]1.[Cl:1][c:2]1[c:3]([C:14]([CH2:15][CH2:16][C:17](=[O:18])[O:19][CH2:20][CH3:21])=[O:22])[cH:4][n:5][c:6]2[c:7]([O:12][CH3:13])[cH:8][cH:9][cH:10][c:11]12.[O:32]1[CH2:33][CH2:34][CH2:35][CH2:36]1>>[c:2]1([NH:27][CH2:26][c:25]2[c:24]([CH3:23])[cH:31][cH:30][cH:29][cH:28]2)[c:3]([C:14]([CH2:15][CH2:16][C:17](=[O:18])[O:19][CH2:20][CH3:21])=[O:22])[cH:4][n:5][c:6]2[c:7]([O:12][CH3:13])[cH:8][cH:9][cH:10][c:11]12. Reactants: OC1=CC=C(C=C1)CCCO[Si](C1=CC=CC=C1)(C1=CC=CC=C1)C(C)(C)C (3-(4-hydroxyphenyl)-1-(tert-butyldiphenylsilyloxy)propane), BrC(C(=O)OC)(C)C (methyl 2-bromo-2-methylpropionate), C([O-])([O-])=O.[Cs+].[Cs+] (cesium carbonate). The solvent is C(C)(=O)OCC (ethyl acetate), C(C)#N (acetonitrile). Reaction conditions: temperature 60 celsius. Product: [Si](C1=CC=CC=C1)(C1=CC=CC=C1)(C(C)(C)C)OCCCC1=CC=C(OC(C(=O)OC)(C)C)C=C1 (Methyl 2-[4-[3-(tert-butyldiphenylsilyloxy)propyl]phenoxy]-2-methyl-propionate). Isolated yield 93.0%. As a reaction SMILES: [OH:1][C:2]1[CH:7]=[CH:6][C:5]([CH2:8][CH2:9][CH2:10][O:11][Si:12]([C:25]([CH3:28])([CH3:27])[CH3:26])([C:19]2[CH:24]=[CH:23][CH:22]=[CH:21][CH:20]=2)[C:13]2[CH:18]=[CH:17][CH:16]=[CH:15][CH:14]=2)=[CH:4][CH:3]=1.Br[C:30]([CH3:36])([CH3:35])[C:31]([O:33][CH3:34])=[O:32].C(=O)([O-])[O-].[Cs+].[Cs+]>C(#N)C.C(OCC)(=O)C>[Si:12]([O:11][CH2:10][CH2:9][CH2:8][C:5]1[CH:4]=[CH:3][C:2]([O:1][C:30]([CH3:36])([CH3:35])[C:31]([O:33][CH3:34])=[O:32])=[CH:7][CH:6]=1)([C:25]([CH3:28])([CH3:27])[CH3:26])([C:19]1[CH:24]=[CH:23][CH:22]=[CH:21][CH:20]=1)[C:13]1[CH:18]=[CH:17][CH:16]=[CH:15][CH:14]=1 |f:2.3.4|. Procedure: A solution of 3-(4-hydroxyphenyl)-1-(tert-butyldiphenylsilyloxy)propane (5.00 g, 12.8 mmol and methyl 2-bromo-2-methylpropionate (4.53 g, 25.0 mmol in dry acetonitrile (25 ml) was treated with cesium carbonate (8.3 g, 25.4 mmol and the resulting mixture was heated at 60° C. for 3.5 h. The cooled mixture was diluted with ethyl acetate, washed with water, brine and dried (magnesium sulfate). Evaporation of the solvent and chromatography of the residue on silica gel (elution toluene) gave 5.88 g (9... Reactants: [C-]#N, Cc1cc(CCCN(C)CCC(Oc2ccc(F)c(C)c2)C(=O)N2C(=O)OCC2Cc2ccccc2)ccc1F, C1CCOC1, CO, [K+], NO, O. As a reaction SMILES: [C-:45]#[N:46].[CH2:1]([CH:2]1[CH2:3][O:4][C:5](=[O:6])[N:9]1[C:14]([CH:15]([CH2:16][CH2:17][N:18]([CH3:19])[CH2:20][CH2:21][CH2:22][c:23]1[cH:24][c:25]([CH3:30])[c:26]([F:29])[cH:27][cH:28]1)[O:31][c:32]1[cH:33][c:34]([CH3:39])[c:35]([F:38])[cH:36][cH:37]1)=[O:40])[c:7]1[cH:8][cH:10][cH:11][cH:12][cH:13]1.[CH2:48]1[O:49][CH2:50][CH2:51][CH2:52]1.[CH3:41][OH:42].[K+:47].[NH2:43][OH:44].[OH2:53]>>[NH:9]([C:14]([CH:15]([CH2:16][CH2:17][N:18]([CH3:19])[CH2:20][CH2:21][CH2:22][c:23]1[cH:24][c:25]([CH3:30])[c:26]([F:29])[cH:27][cH:28]1)[O:31][c:32]1[cH:33][c:34]([CH3:39])[c:35]([F:38])[cH:36][cH:37]1)=[O:40])[OH:42]. The product is Cc1cc(CCCN(C)CCC(Oc2ccc(F)c(C)c2)C(=O)NO)ccc1F.